From a dataset of the Open Reaction Database (ORD), a public repository of structured organic reaction records. describe an organic reaction: reactants, conditions, products, and yield Starting materials: C27H28N6O3, C1(=CC=CC=C1)N(C(=O)C1=CC2=C(N(C(=N2)CNC2=CC=C(C=C2)C#N)C)C=C1)CCC(=O)OCC (1-methyl-2-[N-(4-cyanophenyl)-aminomethyl]-benzimidazol-5-yl-carboxylic acid-N-phenyl-N-(2-ethoxycarbonylethyl)-amide), Cl (hydrochloric acid), C([O-])([O-])=O.[NH4+].[NH4+] (ammonium carbonate). The solvent is CO (methanol). Yields the product Cl.C1(=CC=CC=C1)N(C(=O)C1=CC2=C(N(C(=N2)CNC2=CC=C(C=C2)C(N)=N)C)C=C1)CCC(=O)OC (1-Methyl-2-[N-(4-amidinophenyl)-aminomethyl]-benzimidazol-5-yl-carboxylic acid-N-phenyl-N-(2-methoxycarbonylethyl)-amide-hydrochloride). Isolated yield 87.0%. RXN SMILES: [C:1]1([N:7]([CH2:30][CH2:31][C:32]([O:34][CH2:35]C)=[O:33])[C:8]([C:10]2[CH:29]=[CH:28][C:13]3[N:14]([CH3:27])[C:15]([CH2:17][NH:18][C:19]4[CH:24]=[CH:23][C:22]([C:25]#[N:26])=[CH:21][CH:20]=4)=[N:16][C:12]=3[CH:11]=2)=[O:9])[CH:6]=[CH:5][CH:4]=[CH:3][CH:2]=1.[ClH:37].C(=O)([O-])[O-].[NH4+:42].[NH4+]>CO>[ClH:37].[C:1]1([N:7]([CH2:30][CH2:31][C:32]([O:34][CH3:35])=[O:33])[C:8]([C:10]2[CH:29]=[CH:28][C:13]3[N:14]([CH3:27])[C:15]([CH2:17][NH:18][C:19]4[CH:20]=[CH:21][C:22]([C:25](=[NH:26])[NH2:42])=[CH:23][CH:24]=4)=[N:16][C:12]=3[CH:11]=2)=[O:9])[CH:2]=[CH:3][CH:4]=[CH:5][CH:6]=1 |f:2.3.4,6.7|. Procedure details: Prepared analogously to Example 25d from 1-methyl-2-[N-(4-cyanophenyl)-aminomethyl]-benzimidazol-5-yl-carboxylic acid-N-phenyl-N-(2-ethoxycarbonylethyl)-amide and methanolic hydrochloric acid, methanol and ammonium carbonate. Yield: 87% of theory, Rf value: 0.11 (silica gel; dichloromethane/ethanol=4:1) C27H28N6O3 (484.6) ##EQU31## Reactants: Cl.C(C)C1=NN(C(=C1)CC)C[C@@H]1CC[C@H](CC1)N (Trans-4-(3,5-diethyl-pyrazol-1-ylmethyl)-cyclohexylamine hydrochloride), N=1NC=C2C1CCC2 (2,4,5,6-tetrahydrocyclopenta[c]pyrazole). Product: N1(N=CC2=C1CCC2)C[C@@H]2CC[C@H](CC2)N (Trans-4-(5,6-Dihydro-4H-cyclopentapyrazol-1-ylmethyl)-cyclohexylamine). RXN SMILES: Cl.C([C:4]1[CH:8]=[C:7]([CH2:9][CH3:10])[N:6]([CH2:11][C@H:12]2[CH2:17][CH2:16][C@H:15]([NH2:18])[CH2:14][CH2:13]2)[N:5]=1)C.N1N[CH:21]=C2CCCC=12>>[N:6]1([CH2:11][C@H:12]2[CH2:13][CH2:14][C@H:15]([NH2:18])[CH2:16][CH2:17]2)[C:7]2[CH2:9][CH2:10][CH2:21][C:8]=2[CH:4]=[N:5]1 |f:0.1|. Procedure details: This compound was prepared analogously to Intermediate B by replacing 3,5-diethyl-1H-pyrazole with 2,4,5,6-tetrahydrocyclopenta[c]pyrazole; LCMS Rt=1.39 min, [M+H]+ 234.29; Method LowpH_v002. Reactants: COc1cc2ncc(C(N)=O)c(Nc3cccc(Br)c3)c2cc1OC, ClCCl, O=C(OC(=O)C(F)(F)F)C(F)(F)F, c1ccncc1. The product is COc1cc2ncc(C#N)c(Nc3cccc(Br)c3)c2cc1OC. As a reaction SMILES: [Br:1][c:2]1[cH:3][c:4]([NH:8][c:9]2[c:10]([C:23](=[O:24])[NH2:25])[cH:11][n:12][c:13]3[cH:14][c:15]([O:21][CH3:22])[c:16]([O:19][CH3:20])[cH:17][c:18]23)[cH:5][cH:6][cH:7]1.[Cl:45][CH2:46][Cl:47].[F:32][C:33]([F:34])([F:35])[C:36]([O:37][C:38](=[O:39])[C:40]([F:41])([F:42])[F:43])=[O:44].[cH:26]1[cH:27][cH:28][n:29][cH:30][cH:31]1>>[Br:1][c:2]1[cH:3][c:4]([NH:8][c:9]2[c:10]([C:23]#[N:25])[cH:11][n:12][c:13]3[cH:14][c:15]([O:21][CH3:22])[c:16]([O:19][CH3:20])[cH:17][c:18]23)[cH:5][cH:6][cH:7]1.